From a dataset of the Open Reaction Database (ORD), a public repository of structured organic reaction records. describe an organic reaction: reactants, conditions, products, and yield As a reaction SMILES: [CH3:22][CH2:23][OH:24].[Cl:1][c:2]1[cH:3][c:4]([N+:16]([O-:17])=[O:18])[c:5]([C:8](=[O:9])[c:10]2[cH:11][n:12][cH:13][cH:14][cH:15]2)[n:6][cH:7]1.[Sn:19]([Cl:20])[Cl:21]>>[Cl:1][c:2]1[cH:3][c:4]([NH2:16])[c:5]([C:8](=[O:9])[c:10]2[cH:11][n:12][cH:13][cH:14][cH:15]2)[n:6][cH:7]1. Yields the product Nc1cc(Cl)cnc1C(=O)c1cccnc1. The reactants are CCO, O=C(c1cccnc1)c1ncc(Cl)cc1[N+](=O)[O-], Cl[Sn]Cl. The reactants are O=[N+]([O-])c1cc(Br)c2[nH]ncc2c1, CO, CC(=O)O, [Fe]. The product is Nc1cc(Br)c2[nH]ncc2c1. RXN SMILES: [Br:1][c:2]1[cH:3][c:4]([N+:11]([O-:12])=[O:13])[cH:5][c:6]2[cH:7][n:8][nH:9][c:10]12.[CH3:14][OH:15].[CH3:16][C:17](=[O:18])[OH:19].[Fe:20]>>[Br:1][c:2]1[cH:3][c:4]([NH2:11])[cH:5][c:6]2[cH:7][n:8][nH:9][c:10]12. The reactants are Cc1ccc(S(=O)(=O)OCC2Cc3cc(F)cc(-c4cc(Cl)ccc4Cl)c3O2)cc1, CN, Cl. Product: CNCC1Cc2cc(F)cc(-c3cc(Cl)ccc3Cl)c2O1. RXN SMILES: [CH3:2][c:3]1[cH:4][cH:5][c:6]([S:7]([O:8][CH2:13][CH:14]2[O:15][c:16]3[c:17]([cH:19][c:20]([F:31])[cH:21][c:22]3-[c:23]3[c:24]([Cl:30])[cH:25][cH:26][c:27]([Cl:29])[cH:28]3)[CH2:18]2)(=[O:9])=[O:10])[cH:11][cH:12]1.[CH3:32][NH2:33].[ClH:1]>>[CH2:13]([CH:14]1[O:15][c:16]2[c:17]([cH:19][c:20]([F:31])[cH:21][c:22]2-[c:23]2[c:24]([Cl:30])[cH:25][cH:26][c:27]([Cl:29])[cH:28]2)[CH2:18]1)[NH:33][CH3:32]. Starting materials: BrC1=CC(=C(C=C1F)O)OC (4-bromo-5-fluoro-2-methoxyphenol), FC1=C(C=C(C=C1)[N+](=O)[O-])C(F)(F)F (1-fluoro-4-nitro-2-(trifluoromethyl)benzene), FC1=NC(=CC=C1)F (2,6-Difluoropyridine). Yields the product BrC1=CC(=C(OC2=NC(=CC=C2)F)C=C1F)OC (2-(4-bromo-5-fluoro-2-methoxyphenoxy)-6-fluoropyridine). RXN SMILES: [Br:1][C:2]1[C:7]([F:8])=[CH:6][C:5]([OH:9])=[C:4]([O:10][CH3:11])[CH:3]=1.FC1C=CC([N+]([O-])=O)=CC=1C(F)(F)F.[F:26][C:27]1[CH:32]=[CH:31][CH:30]=[C:29](F)[N:28]=1>>[Br:1][C:2]1[C:7]([F:8])=[CH:6][C:5]([O:9][C:29]2[CH:30]=[CH:31][CH:32]=[C:27]([F:26])[N:28]=2)=[C:4]([O:10][CH3:11])[CH:3]=1. Reported procedure: According to the procedure of example 20(a) except substituting 2-methoxy-4-propylphenol for 4-bromo-5-fluoro-2-methoxyphenol (441 mg; 2 mmol), and 1-fluoro-4-nitro-2-(trifluoromethyl)benzene for 2,6-Difluoropyridine (0.18 mL; 2 mmol), the title compound was prepared as a yellow oil (246 mg; 39%), after purification on silica gel (cyclohexane/ethyl acetate: 95/5). Reported procedure: EDCI (182 mg) and HOBT (145 mg) were added to a solution of 6-[(1-methylethyl)oxy]-5-(methyloxy)-3-pyridinecarboxylic acid (100 mg) in THF (5 mL). The resulting mixture was stirred at room temperature for 1 hour followed by addition of ethyl 3-{5-[(Z)-(hydroxyamino)(imino)methyl]-1H-indol-2-yl}propanoate (D31) (196 mg). The resulting mixture was stirred at room temperature for 2 hrs followed by addition of TBAF (495 mg). The reaction vessel was sealed and heated in Biotage Initiator to 120° C. f... Yield: 16.4%. Conditions: time 1 hour. Starting materials: ON\C(\C=1C=C2C=C(NC2=CC1)CCC(=O)OCC)=N/[H] (ethyl 3-{5-[(Z)-(hydroxyamino)(imino)methyl]-1H-indol-2-yl}propanoate), CCN=C=NCCCN(C)C (EDCI), C=1C=CC2=C(C1)N=NN2O (HOBT), CC(C)OC1=C(C=C(C=N1)C(=O)O)OC (6-[(1-methylethyl)oxy]-5-(methyloxy)-3-pyridinecarboxylic acid), CCCC[N+](CCCC)(CCCC)CCCC.[F-] (TBAF). The product is CC(C)OC1=C(C=C(C=N1)C1=NC(=NO1)C=1C=C2C=C(NC2=CC1)CCC(=O)OCC)OC (Ethyl 3-(5-{5-[6-[(1-methylethyl)oxy]-5-(methyloxy)-3-pyridinyl]-1,2,4-oxadiazol-3-yl}-1H-indol-2-yl)propanoate). RXN SMILES: CCN=C=NCCCN(C)C.C1C=CC2N(O)N=NC=2C=1.[CH3:22][CH:23]([O:25][C:26]1[N:31]=[CH:30][C:29]([C:32]([OH:34])=O)=[CH:28][C:27]=1[O:35][CH3:36])[CH3:24].O[NH:38]/[C:39](=[N:56]\[H])/[C:40]1[CH:41]=[C:42]2[C:46](=[CH:47][CH:48]=1)[NH:45][C:44]([CH2:49][CH2:50][C:51]([O:53][CH2:54][CH3:55])=[O:52])=[CH:43]2.CCCC[N+](CCCC)(CCCC)CCCC.[F-]>C1COCC1>[CH3:24][CH:23]([O:25][C:26]1[N:31]=[CH:30][C:29]([C:32]2[O:34][N:56]=[C:39]([C:40]3[CH:41]=[C:42]4[C:46](=[CH:47][CH:48]=3)[NH:45][C:44]([CH2:49][CH2:50][C:51]([O:53][CH2:54][CH3:55])=[O:52])=[CH:43]4)[N:38]=2)=[CH:28][C:27]=1[O:35][CH3:36])[CH3:22] |f:4.5|. Solvent: C1CCOC1 (THF), C1CCOC1 (THF). The reactants are BrC=1C(=C(C2=CC=CC=C2C1OC)OC)/C=C(/C(=O)OCC)\CCC (Ethyl (E)-3-(3-bromo-1,4-dimethoxynaphthalen-2-yl)-2-propylpropenoate), product, Et2O hexanes, COC1=C(C=C(C2=CC=CC=C12)OC)/C=C(/C(=O)O)\C ((E)-3-(1,4-dimethoxynaphthalen-2-yl)-2-methylpropenoic acid). Solvent: hexanes, CCOC(=O)C (EtOAc). Product: BrC=1C(=C(C2=CC=CC=C2C1OC)OC)/C=C(/C(=O)O)\CCC ((E)-3-(3-bromo-1,4-dimethoxynaphthalen-2-yl)-2-propylpropenoic acid). RXN SMILES: [Br:1][C:2]1[C:3](/[CH:16]=[C:17](\[CH2:23][CH2:24][CH3:25])/[C:18]([O:20]CC)=[O:19])=[C:4]([O:14][CH3:15])[C:5]2[C:10]([C:11]=1[O:12][CH3:13])=[CH:9][CH:8]=[CH:7][CH:6]=2.COC1C2C(=CC=CC=2)C(OC)=CC=1/C=C(\C)/C(O)=O>CCOC(C)=O>[Br:1][C:2]1[C:3](/[CH:16]=[C:17](\[CH2:23][CH2:24][CH3:25])/[C:18]([OH:20])=[O:19])=[C:4]([O:14][CH3:15])[C:5]2[C:10]([C:11]=1[O:12][CH3:13])=[CH:9][CH:8]=[CH:7][CH:6]=2. Procedure details: Compound 99f was prepared from 98f (0.177 g, 0.435 mmol) as described above for 29a to give 0.078 g (0.21 mmol, 47%) of the product as a white solid following flash chromatography (1:3 EtOAc:hexanes 0.5% AcOH) and recrystallization from Et2O/hexanes.